Dataset: the Open Reaction Database (ORD), a public repository of structured organic reaction records. Task: describe an organic reaction: reactants, conditions, products, and yield Reactants: ClC1=NC(=C(C(=N1)C)C(C(=O)OC)CCC)C1=CC=C(C=C1)C (Methyl 2-(2-chloro-4-methyl-6-p-tolylpyrimidin-5-yl)pentanoate), NC1=CC=CC=C1 (aniline), CC1(C2=C(C(=CC=C2)P(C3=CC=CC=C3)C4=CC=CC=C4)OC5=C(C=CC=C51)P(C6=CC=CC=C6)C7=CC=CC=C7)C (xantphos). Reagents/catalysts: C(C)(=O)[O-].[Pd+2].C(C)(=O)[O-] (palladium acetate). Solvent: O1CCOCC1 (dioxane). Yields the product CC1=NC(=NC(=C1C(C(=O)OC)CCC)C1=CC=C(C=C1)C)NC1=CC=CC=C1 (methyl 2-(4-methyl-2-(phenylamino)-6-p-tolylpyrimidin-5-yl)pentanoate). Isolated yield 49.6%. As a reaction SMILES: Cl[C:2]1[N:7]=[C:6]([CH3:8])[C:5]([CH:9]([CH2:14][CH2:15][CH3:16])[C:10]([O:12][CH3:13])=[O:11])=[C:4]([C:17]2[CH:22]=[CH:21][C:20]([CH3:23])=[CH:19][CH:18]=2)[N:3]=1.[NH2:24][C:25]1[CH:30]=[CH:29][CH:28]=[CH:27][CH:26]=1.CC1(C)C2C(=C(P(C3C=CC=CC=3)C3C=CC=CC=3)C=CC=2)OC2C(P(C3C=CC=CC=3)C3C=CC=CC=3)=CC=CC1=2>O1CCOCC1.C([O-])(=O)C.[Pd+2].C([O-])(=O)C>[CH3:8][C:6]1[C:5]([CH:9]([CH2:14][CH2:15][CH3:16])[C:10]([O:12][CH3:13])=[O:11])=[C:4]([C:17]2[CH:22]=[CH:21][C:20]([CH3:23])=[CH:19][CH:18]=2)[N:3]=[C:2]([NH:24][C:25]2[CH:30]=[CH:29][CH:28]=[CH:27][CH:26]=2)[N:7]=1 |f:4.5.6|. Procedure details: Methyl 2-(2-chloro-4-methyl-6-p-tolylpyrimidin-5-yl)pentanoate (100 mg; 0.300 mmol), aniline (0.033 mL; 0.361 mmol), palladium acetate (2 mg, 0.009 mmol) and xantphos (10 mg; 0.018 mmol) were placed in a 2 mL reaction tube and dissolved in dioxane (1 mL), the tube was purged with argon, sealed and irradiated in a microwave oven at 160° C. for 15 min. The reaction mixture was partitioned between a saturated sodium chloride solution and dichloromethane, filtered over a phase separator filter (1PS)... The reactants are ClC(Cl)Cl, O=C(OO)c1cccc(Cl)c1, C=CCc1ccc(Cl)cc1, O. The product is Clc1ccc(CC2CO2)cc1. RXN SMILES: [CH:23]([Cl:24])([Cl:25])[Cl:26].[Cl:11][c:12]1[cH:13][cH:14][cH:15][c:16]([C:17]([O:18][OH:20])=[O:19])[cH:21]1.[Cl:1][c:2]1[cH:3][cH:4][c:5]([CH2:8][CH:9]=[CH2:10])[cH:6][cH:7]1.[OH2:22]>>[Cl:1][c:2]1[cH:3][cH:4][c:5]([CH2:8][CH:9]2[CH2:10][O:19]2)[cH:6][cH:7]1. The reactants are FC1=C(C(=CC(=C1)C(C)(C)O)F)C1=CC(=C(S1)NC1=NC(=CC=C1)C(CF)(OC)OC)C(=O)N (5-[2,6-Difluoro-4-(1-hydroxy-1-methylethyl)phenyl]-2-{[6-(2-fluoro-1,1-dimethoxyethyl)pyridin-2-yl]amino}thiophene-3-carboxamide), Cl (Hydrochloric acid). The solvent is C(C)#N (acetonitrile). Reaction conditions: time 8 hour. The product is FC1=C(C(=CC(=C1)C(C)(C)O)F)C1=CC(=C(S1)NC1=NC(=CC=C1)C(CF)=O)C(=O)N (5-[2,6-Difluoro-4-(1-hydroxy-1-methylethyl)phenyl]-2-{[6-(fluoroacetyl)pyridin-2-yl]amino}thiophene-3-carboxamide). As a reaction SMILES: [F:1][C:2]1[CH:7]=[C:6]([C:8]([OH:11])([CH3:10])[CH3:9])[CH:5]=[C:4]([F:12])[C:3]=1[C:13]1[S:17][C:16]([NH:18][C:19]2[CH:24]=[CH:23][CH:22]=[C:21]([C:25](OC)([O:28]C)[CH2:26][F:27])[N:20]=2)=[C:15]([C:32]([NH2:34])=[O:33])[CH:14]=1.Cl>C(#N)C>[F:1][C:2]1[CH:7]=[C:6]([C:8]([OH:11])([CH3:9])[CH3:10])[CH:5]=[C:4]([F:12])[C:3]=1[C:13]1[S:17][C:16]([NH:18][C:19]2[CH:24]=[CH:23][CH:22]=[C:21]([C:25](=[O:28])[CH2:26][F:27])[N:20]=2)=[C:15]([C:32]([NH2:34])=[O:33])[CH:14]=1. Reported procedure: 5-[2,6-Difluoro-4-(1-hydroxy-1-methylethyl)phenyl]-2-{[6-(2-fluoro-1,1-dimethoxyethyl)pyridin-2-yl]amino}thiophene-3-carboxamide (61 mg, 0.12 mmol) was taken up in acetonitrile (1.2 ml) at room temperature. Hydrochloric acid (0.31 ml, 0.62 mmol) was added in one portion, and the reaction mixture was stirred overnight at room temperature. The reaction was quenched with saturated aqueous sodium bicarbonate and extracted three times with ethyl acetate. All organic layers were combined, dried over a... Reactants: CCOC(C)=O, COc1ccc(CCl)cc1, [K+], [K+], O=C([O-])[O-], CN(C)C=O, O=Cc1ccc[nH]1. Yields the product COc1ccc(Cn2cccc2C=O)cc1. As a reaction SMILES: [CH3:29][CH2:30][O:31][C:32](=[O:33])[CH3:34].[Cl:8][CH2:9][c:10]1[cH:11][cH:12][c:13]([O:16][CH3:17])[cH:14][cH:15]1.[K+:18].[K+:19].[O-:20][C:21]([O-:22])=[O:23].[O:24]=[CH:25][N:26]([CH3:27])[CH3:28].[nH:1]1[c:2]([CH:6]=[O:7])[cH:3][cH:4][cH:5]1>>[n:1]1([CH2:9][c:10]2[cH:11][cH:12][c:13]([O:16][CH3:17])[cH:14][cH:15]2)[c:2]([CH:6]=[O:7])[cH:3][cH:4][cH:5]1. The reactants are O=C([O-])O, CCOC(=O)C1CCC(=O)CC1, CCCC[Mg]CCCC, C1CCOC1, C[Si](C)(C)Cl, CCCCCCC, CCCCCC, [Na+], O. Product: CCOC(=O)C1CC=C(O[Si](C)(C)C)CC1. Reaction SMILES: [C:27](=[O:28])([O-:29])[OH:30].[CH2:15]([CH3:16])[O:17][C:18](=[O:19])[CH:20]1[CH2:21][CH2:22][C:23](=[O:26])[CH2:24][CH2:25]1.[CH2:1]([Mg:2][CH2:3][CH2:4][CH2:5][CH3:6])[CH2:7][CH2:8][CH3:9].[CH2:32]1[O:33][CH2:34][CH2:35][CH2:36]1.[CH3:10][Si:11]([CH3:12])([CH3:13])[Cl:14].[CH3:37][CH2:38][CH2:39][CH2:40][CH2:41][CH2:42][CH3:43].[CH3:44][CH2:45][CH2:46][CH2:47][CH2:48][CH3:49].[Na+:31].[OH2:50]>>[CH3:10][Si:11]([CH3:12])([CH3:13])[O:26][C:23]1=[CH:22][CH2:21][CH:20]([C:18]([O:17][CH2:15][CH3:16])=[O:19])[CH2:25][CH2:24]1. The reactants are C(=O)(OC)C1=C(SCCC(=O)O)C=CC=C1 (β-(2-carbomethoxythiophenoxy) propionic acid), C(O)([O-])=O.[Na+] (sodium hydrogen carbonate), ice, ice water. Reaction conditions: time 21 hour. Yields the product COC(=O)C=1C=CC=C2C(CCSC12)=O (Methylthiochroman-4-one-8-carboxylate). As a reaction SMILES: [C:1]([C:5]1[CH:16]=[CH:15][CH:14]=[CH:13][C:6]=1[S:7][CH2:8][CH2:9][C:10]([OH:12])=O)([O:3][CH3:4])=[O:2].C(=O)([O-])O.[Na+]>>[CH3:4][O:3][C:1]([C:5]1[CH:16]=[CH:15][CH:14]=[C:13]2[C:6]=1[S:7][CH2:8][CH2:9][C:10]2=[O:12])=[O:2] |f:1.2|. Reported procedure: β-(2-carbomethoxythiophenoxy) propionic acid (6.00 g, 0.025 mol) (I. W. Still and M. J. Thomas J.Org. Chem 1968, 2733) was added slowly to ice cooled conc. sulphuric acid (75 ml) with stirring. After 21 h, the reaction mixture was poured into ice water and then made alkaline using solid sodium hydrogen carbonate. The resultant suspension was then extracted with CH2Cl2 (3×). The combined organic layers were then dried (Na2SO4), and evaporated under reduced pressure to give an orange oil which was... Starting materials: CCOC(=O)Cc1ccc(Cl)c(Oc2ccc(N)cc2CSC(C)(C)C)c1, CC(C)(C)C(=O)Cl. Product: CCOC(=O)Cc1ccc(Cl)c(Oc2ccc(NC(=O)C(C)(C)C)cc2CSC(C)(C)C)c1. As a reaction SMILES: [CH2:1]([CH3:2])[O:3][C:4]([CH2:5][c:6]1[cH:7][c:8]([O:13][c:14]2[c:15]([CH2:21][S:22][C:23]([CH3:24])([CH3:25])[CH3:26])[cH:16][c:17]([NH2:20])[cH:18][cH:19]2)[c:9]([Cl:12])[cH:10][cH:11]1)=[O:27].[CH3:28][C:29]([C:30](=[O:31])[Cl:32])([CH3:33])[CH3:34]>>[CH2:1]([CH3:2])[O:3][C:4]([CH2:5][c:6]1[cH:7][c:8]([O:13][c:14]2[c:15]([CH2:21][S:22][C:23]([CH3:24])([CH3:25])[CH3:26])[cH:16][c:17]([NH:20][C:30]([C:29]([CH3:28])([CH3:33])[CH3:34])=[O:31])[cH:18][cH:19]2)[c:9]([Cl:12])[cH:10][cH:11]1)=[O:27].